This data is from the Open Reaction Database (ORD), a public repository of structured organic reaction records. The task is: describe an organic reaction: reactants, conditions, products, and yield The reactants are C(C)(=O)OCC (ethyl acetate), ClC1=C(C=C(C(=C1)Cl)Cl)S(=O)(=O)Cl (2,4,5-trichlorobenzenesulfonyl chloride), CN1C=NC=C1 (1-methylimidazole), C(C1=CC=CC=C1)(=O)OC[C@H]([C@H](CC=NOC)OC(C1=CC=CC=C1)=O)O ((2R,3S)-2-hydroxy-5-(methoxyimino)pentane-1,3-diyl dibenzoate). Run in O (water), C(C)#N (acetonitrile). Run at time 2 hour. Product: C(C1=CC=CC=C1)(=O)OC[C@H]([C@H](CC=NOC)OC(C1=CC=CC=C1)=O)OS(=O)(=O)C1=C(C=C(C(=C1)Cl)Cl)Cl ((2R,3S)-5-(methoxyimino)-2-(((2,4,5-trichlorophenyl)sulfonyl)oxy)pentane-1,3-diyl dibenzoate). Yield: 81.5%. As a reaction SMILES: [Cl:1][C:2]1[CH:7]=[C:6]([Cl:8])[C:5]([Cl:9])=[CH:4][C:3]=1[S:10](Cl)(=[O:12])=[O:11].CN1C=CN=C1.[C:20]([O:28][CH2:29][C@@H:30]([OH:46])[C@@H:31]([O:37][C:38](=[O:45])[C:39]1[CH:44]=[CH:43][CH:42]=[CH:41][CH:40]=1)[CH2:32][CH:33]=[N:34][O:35][CH3:36])(=[O:27])[C:21]1[CH:26]=[CH:25][CH:24]=[CH:23][CH:22]=1.C(OCC)(=O)C>C(#N)C.O>[C:20]([O:28][CH2:29][C@@H:30]([O:46][S:10]([C:3]1[CH:4]=[C:5]([Cl:9])[C:6]([Cl:8])=[CH:7][C:2]=1[Cl:1])(=[O:12])=[O:11])[C@@H:31]([O:37][C:38](=[O:45])[C:39]1[CH:40]=[CH:41][CH:42]=[CH:43][CH:44]=1)[CH2:32][CH:33]=[N:34][O:35][CH3:36])(=[O:27])[C:21]1[CH:22]=[CH:23][CH:24]=[CH:25][CH:26]=1. Procedure details: 5.51 g of 2,4,5-trichlorobenzenesulfonyl chloride and 2.14 mL of 1-methylimidazole were added to a solution of 6.65 g of (2R,3S)-2-hydroxy-5-(methoxyimino)pentane-1,3-diyl dibenzoate in 67 mL of acetonitrile at room temperature, and the obtained mixture was then stirred at room temperature for 2 hours. Thereafter, ethyl acetate and water were added to the reaction mixture. The organic layer was fractionated, and was then dried over anhydrous sodium sulfate. The solvent was distilled away under r... Starting materials: BrC1=CC(=C(CN2C(=NC3=C2C=C(C=C3)OCC3=NN(C=C3)C)CC(C(=O)O)(CC)CC)C=C1)F.FC(C1=CC=C(C=C1)B(O)O)(F)F ((4-(trifluoromethyl)phenyl)boronic acid 2-((1-(4-bromo-2-fluorobenzyl)-6-((1-methyl-1H-pyrazol-3-yl)methoxy)-1H-benzo[d]imidazol-2-yl)methyl)-2-ethylbutanoic acid), FC(C1=CC=C(C=C1)B(O)O)(F)F ((4-(trifluoromethyl)phenyl)boronic acid). Yields the product C(C)C(C(=O)O)(CC)CC1=NC2=C(N1CC1=CC=C(C=C1)C1=CC=C(C=C1)C(F)(F)F)C=C(C=C2)OCC2=NN(C=C2)C (2-ethyl-2-((6-((1-methyl-1H-pyrazol-3-yl)methoxy)-1-((4′-(trifluoromethyl)-[1,1′-biphenyl]-4-yl)methyl)-1H-benzo[d]imidazol-2-yl)methyl)butanoic acid). As a reaction SMILES: Br[C:2]1[CH:34]=[CH:33][C:5]([CH2:6][N:7]2[C:11]3[CH:12]=[C:13]([O:16][CH2:17][C:18]4[CH:22]=[CH:21][N:20]([CH3:23])[N:19]=4)[CH:14]=[CH:15][C:10]=3[N:9]=[C:8]2[CH2:24][C:25]([CH2:31][CH3:32])([CH2:29][CH3:30])[C:26]([OH:28])=[O:27])=[C:4](F)[CH:3]=1.[F:36][C:37]([F:48])([F:47])[C:38]1[CH:43]=[CH:42][C:41](B(O)O)=[CH:40][CH:39]=1.FC(F)(F)C1C=CC(B(O)O)=CC=1>>[CH2:29]([C:25]([CH2:24][C:8]1[N:7]([CH2:6][C:5]2[CH:4]=[CH:3][C:2]([C:41]3[CH:42]=[CH:43][C:38]([C:37]([F:48])([F:47])[F:36])=[CH:39][CH:40]=3)=[CH:34][CH:33]=2)[C:11]2[CH:12]=[C:13]([O:16][CH2:17][C:18]3[CH:22]=[CH:21][N:20]([CH3:23])[N:19]=3)[CH:14]=[CH:15][C:10]=2[N:9]=1)([CH2:31][CH3:32])[C:26]([OH:28])=[O:27])[CH3:30] |f:0.1|. Reported procedure: The title compound was prepared using analogous conditions described in Example 144 using (4-(trifluoromethyl)phenyl)boronic acid 2-((1-(4-bromo-2-fluorobenzyl)-6-((1-methyl-1H-pyrazol-3-yl)methoxy)-1H-benzo[d]imidazol-2-yl)methyl)-2-ethylbutanoic acid and (4-(trifluoromethyl)phenyl)boronic acid. MS (ESI): mass calcd. for C33H32F4N4O3, 608.24; m/z found, 609.2 [M+H]+. 1H NMR (400 MHz, CD3OD) δ 7.81 (d, J=8.3, 2H), 7.73 (d, J=8.4, 2H), 7.57-7.54 (m, 1H), 7.54-7.52 (m, 1H), 7.49 (d, J=2.3, 1H), 7.... The reactants are FC1=C(C=CC(=C1)C=1N=CSC1)C(C)=O (1-[2-fluoro-4-(1,3-thiazol-4-yl)phenyl]-1-ethanone), FC(C(=O)OCC)(F)F (ethyl trifluoroacetate), C[O-].[Na+] (sodium methoxide). The solvent is C(C)(C)(C)OC (t-butylmethylether). Conditions: time 3 hour. Product: FC(C(CC(=O)C1=C(C=C(C=C1)C=1N=CSC1)F)=O)(F)F (4,4,4-Trifluoro-1-[2-fluoro-4-(1,3-thiazol-4-yl)phenyl]-1,3-butanedione). Yield: 100.3%. RXN SMILES: [F:1][C:2]1[CH:7]=[C:6]([C:8]2[N:9]=[CH:10][S:11][CH:12]=2)[CH:5]=[CH:4][C:3]=1[C:13](=[O:15])[CH3:14].[F:16][C:17]([F:24])([F:23])[C:18](OCC)=[O:19].C[O-].[Na+]>C(OC)(C)(C)C>[F:16][C:17]([F:24])([F:23])[C:18](=[O:19])[CH2:14][C:13]([C:3]1[CH:4]=[CH:5][C:6]([C:8]2[N:9]=[CH:10][S:11][CH:12]=2)=[CH:7][C:2]=1[F:1])=[O:15] |f:2.3|. Procedure details: To a stirred solution of 1-[2-fluoro-4-(1,3-thiazol-4-yl)phenyl]-1-ethanone (2.03 g, 9.18 mmol) in t-butylmethylether (60 ml) was added ethyl trifluoroacetate (1.56 g, 11.01 mmol), sodium methoxide (28 wt. % solution in methanol; 2.49 ml, 11.01 mmol) at 0° C., and the mixture was stirred for 3 hours. The mixture was extracted with ethyl acetate. The organic layer was washed with brine, dried over MgSO4, and concentrated in vacuo to give title compound (2.92 g, 99% yield). The compound was used f... The reactants are CC(=O)OCCOc1nn(C)c(N)c1-c1ccc2c(c1)OCO2, CCO, [Cl-], [NH4+], O. The product is Cn1nc(OCCO)c(-c2ccc3c(c2)OCO3)c1N. As a reaction SMILES: [C:1](=[O:2])([CH3:3])[O:4][CH2:5][CH2:6][O:7][c:8]1[n:9][n:10]([CH3:23])[c:11]([NH2:22])[c:12]1-[c:13]1[cH:14][c:15]2[c:16]([cH:20][cH:21]1)[O:17][CH2:18][O:19]2.[CH3:26][CH2:27][OH:28].[Cl-:24].[NH4+:25].[OH2:29]>>[OH:4][CH2:5][CH2:6][O:7][c:8]1[n:9][n:10]([CH3:23])[c:11]([NH2:22])[c:12]1-[c:13]1[cH:14][c:15]2[c:16]([cH:20][cH:21]1)[O:17][CH2:18][O:19]2. The product is CC(C#Cc1cccc(Oc2ccc(F)cc2)c1)N(O)C(N)=O. RXN SMILES: [F:1][c:2]1[cH:3][cH:4][c:5]([O:6][c:7]2[cH:8][c:9]([C:13]#[C:14][CH:15]([CH3:16])[NH:17][OH:18])[cH:10][cH:11][cH:12]2)[cH:19][cH:20]1.[O-:21][C:22]#[N:23]>>[F:1][c:2]1[cH:3][cH:4][c:5]([O:6][c:7]2[cH:8][c:9]([C:13]#[C:14][CH:15]([CH3:16])[N:17]([OH:18])[C:22](=[O:21])[NH2:23])[cH:10][cH:11][cH:12]2)[cH:19][cH:20]1. Starting materials: CC(C#Cc1cccc(Oc2ccc(F)cc2)c1)NO, N#C[O-]. Starting materials: CCOCC, O=C(O)C(=O)N1CCC(Cc2ccc(F)cc2)CC1, Nc1ccc2c(c1)NC(=O)CO2. Product: O=C1COc2ccc(NC(=O)C(=O)N3CCC(Cc4ccc(F)cc4)CC3)cc2N1. As a reaction SMILES: [CH2:32]([O:33][CH2:34][CH3:35])[CH3:36].[F:13][c:14]1[cH:15][cH:16][c:17]([CH2:18][CH:19]2[CH2:20][CH2:21][N:22]([C:25]([C:26](=[O:27])[OH:28])=[O:29])[CH2:23][CH2:24]2)[cH:30][cH:31]1.[NH2:1][c:2]1[cH:3][cH:4][c:5]2[c:6]([cH:12]1)[NH:7][C:8](=[O:11])[CH2:9][O:10]2>>[NH:1]([c:2]1[cH:3][cH:4][c:5]2[c:6]([cH:12]1)[NH:7][C:8](=[O:11])[CH2:9][O:10]2)[C:26]([C:25]([N:22]1[CH2:21][CH2:20][CH:19]([CH2:18][c:17]2[cH:16][cH:15][c:14]([F:13])[cH:31][cH:30]2)[CH2:24][CH2:23]1)=[O:29])=[O:27].